From a dataset of the Open Reaction Database (ORD), a public repository of structured organic reaction records. describe an organic reaction: reactants, conditions, products, and yield Starting materials: palladium-on-barium sulfate, COC=1C=C2CCCC(C2=CC1)=O (6-methoxy-1-tetralone), [H][H] (hydrogen), C(OCC)(OCC)=O (diethyl carbonate), [H-].[Na+] (sodium hydride), C(C)(=O)O (acetic acid). Solvent: C1(=CC=CC=C1)C (toluene). Reaction conditions: time 12 hour. Product: COC=1C=C2C=CC(=CC2=CC1)CC(=O)OC (methyl 6-methoxy-2-naphthylacetate). As a reaction SMILES: [CH3:1][O:2][C:3]1[CH:4]=[C:5]2[C:10](=[CH:11][CH:12]=1)[C:9](=O)[CH2:8][CH2:7][CH2:6]2.[C:14](=O)(OCC)[O:15][CH2:16][CH3:17].[H-].[Na+].[H][H].C(O)(=[O:28])C>C1(C)C=CC=CC=1>[CH3:1][O:2][C:3]1[CH:4]=[C:5]2[C:10](=[CH:11][CH:12]=1)[CH:9]=[C:8]([CH2:17][C:16]([O:15][CH3:14])=[O:28])[CH:7]=[CH:6]2 |f:2.3|. Reported procedure: A mixture of 18 g. of 6-methoxy-1-tetralone, 60 g. of diethyl carbonate, 2.5 g. of sodium hydride, and 200 ml. of toluene is heated to 60° C for 5 hours. The mixture is cooled, acidified by the addition of 200 ml. of 1 N hydrochloric acid, and then extracted with three 75 ml. portions of benzene. The extracts are combined, washed with water to neutrality, and dried over sodium sulfate. The mixture, containing 6-methoxy-2-ethoxycarbonyl-1-tetralone, is treated with 2.5 g. of sodium hydride at roo... Starting materials: CCCNCCC, ClCCl, ClCC1CCCCN1, Cl. Product: CCCN(CCC)CC1CCCCN1. Reaction SMILES: [CH2:10]([CH2:11][CH3:12])[NH:13][CH2:14][CH2:15][CH3:16].[Cl:17][CH2:18][Cl:19].[Cl:2][CH2:3][CH:4]1[NH:5][CH2:6][CH2:7][CH2:8][CH2:9]1.[ClH:1]>>[CH2:3]([CH:4]1[NH:5][CH2:6][CH2:7][CH2:8][CH2:9]1)[N:13]([CH2:10][CH2:11][CH3:12])[CH2:14][CH2:15][CH3:16]. Starting materials: [BH4-], CC=CC(c1ccc(C(F)(F)F)cc1)C(CO[Si](C)(C)C(C)(C)C)NC(=O)OC(C)(C)C, CO, ClCCl, [Na+]. Reaction SMILES: [BH4-:33].[C:1]([CH3:2])([CH3:3])([CH3:4])[Si:5]([O:6][CH2:7][CH:8]([CH:9]([CH:10]=[CH:11][CH3:12])[c:13]1[cH:14][cH:15][c:16]([C:19]([F:20])([F:21])[F:22])[cH:17][cH:18]1)[NH:23][C:24]([O:25][C:26]([CH3:27])([CH3:28])[CH3:29])=[O:30])([CH3:31])[CH3:32].[CH3:35][OH:36].[Cl:37][CH2:38][Cl:39].[Na+:34]>>[C:1]([CH3:2])([CH3:3])([CH3:4])[Si:5]([O:6][CH2:7][CH:8]([CH:9]([CH2:10][OH:36])[c:13]1[cH:14][cH:15][c:16]([C:19]([F:20])([F:21])[F:22])[cH:17][cH:18]1)[NH:23][C:24]([O:25][C:26]([CH3:27])([CH3:28])[CH3:29])=[O:30])([CH3:31])[CH3:32]. Product: CC(C)(C)OC(=O)NC(CO[Si](C)(C)C(C)(C)C)C(CO)c1ccc(C(F)(F)F)cc1.